This data is from the Open Reaction Database (ORD), a public repository of structured organic reaction records. The task is: describe an organic reaction: reactants, conditions, products, and yield Reactants: CN1N=C(N=C1C1=C(C=CC=C1)Cl)C1=C(C=CC=C1)Cl (1-Methyl-3,5-bis(2-chlorophenyl)-1,2,4-triazole), S(=O)(=O)(OC)OC (dimethyl sulphate). Run in petroleum. Yields the product COS(=O)(=O)[O-].C[N+]=1N=C(N(C1C1=C(C=CC=C1)Cl)C)C1=C(C=CC=C1)Cl (1,4-Dimethyl-3,5-bis(2-chlorophenyl)-1,2,4-triazolium methylsulphate). Yield: 189.8%. RXN SMILES: [CH3:1][N:2]1[C:6]([C:7]2[CH:12]=[CH:11][CH:10]=[CH:9][C:8]=2[Cl:13])=[N:5][C:4]([C:14]2[CH:19]=[CH:18][CH:17]=[CH:16][C:15]=2[Cl:20])=[N:3]1.[S:21]([O:26]C)([O:24][CH3:25])(=[O:23])=[O:22]>>[CH3:25][O:24][S:21]([O-:26])(=[O:23])=[O:22].[CH3:1][N+:2]1[N:3]=[C:4]([C:14]2[CH:19]=[CH:18][CH:17]=[CH:16][C:15]=2[Cl:20])[N:5]([CH3:25])[C:6]=1[C:7]1[CH:12]=[CH:11][CH:10]=[CH:9][C:8]=1[Cl:13] |f:2.3|. Reported procedure: The product of Example 1 (15.0 g) and dimethyl sulphate (6.3 g) were heated at 150° C. for 30 minutes. The melt yielded, on crystallisation from petroleum, 20.4 g of desired product, mp 135°-140° C. Reactants: C(C1=CC=CC=C1)NC1=CC=CC=C1 (N-benzylaniline), CSC1=CC=C(C=C1)P(=O)(Cl)Cl (4-methylthiophenyl phosphonic dichloride), CSC1=CC=C(C=C1)P(=O)(Cl)Cl (4-methylthiophenyl phosphonic dichloride), dilithio. The product is CSC1=CC=C(C=C1)P1(N(CC2=C1C=CC=C2)C2=CC=CC=C2)=O (1-(4-methylthiophenyl)-2-phenyl-2,3-dihydro-1H-2,1-benzazaphosphole-1-oxide). The yield is 11.0%. As a reaction SMILES: [CH2:1]([NH:8][C:9]1[CH:14]=[CH:13][CH:12]=[CH:11][CH:10]=1)[C:2]1[CH:7]=[CH:6][CH:5]=[CH:4][CH:3]=1.[CH3:15][S:16][C:17]1[CH:22]=[CH:21][C:20]([P:23](Cl)(Cl)=[O:24])=[CH:19][CH:18]=1>>[CH3:15][S:16][C:17]1[CH:22]=[CH:21][C:20]([P:23]2(=[O:24])[C:3]3[CH:4]=[CH:5][CH:6]=[CH:7][C:2]=3[CH2:1][N:8]2[C:9]2[CH:14]=[CH:13][CH:12]=[CH:11][CH:10]=2)=[CH:19][CH:18]=1. Procedure details: The procedure of Example 1 was employed utilizing N-benzylaniline and 4-methylthiophenyl phosphonic dichloride. The reaction of the dilithio compound and the 4-methylthiophenyl phosphonic dichloride was conducted at -76° C. to yield a beige solid. The beige solid was recrystallized from ethyl acetate to yield 1-(4-methylthiophenyl)-2-phenyl-2,3-dihydro-1H-2,1-benzazaphosphole-1-oxide (2.1 g, 11% yield) as a white solid having a melting point of 164°-167° C. and the following analysis: